From a dataset of the Open Reaction Database (ORD), a public repository of structured organic reaction records. describe an organic reaction: reactants, conditions, products, and yield Starting materials: CC(C)(C)OC(=O)C1(C#N)CCC1, CO, [H][H]. The product is CC(C)(C)OC(=O)C1(CN)CCC1. RXN SMILES: [C:1]([CH3:2])([CH3:3])([CH3:4])[O:5][C:6](=[O:7])[C:8]1([C:12]#[N:13])[CH2:9][CH2:10][CH2:11]1.[CH3:16][OH:17].[H:14][H:15]>>[C:1]([CH3:2])([CH3:3])([CH3:4])[O:5][C:6](=[O:7])[C:8]1([CH2:12][NH2:13])[CH2:9][CH2:10][CH2:11]1. Starting materials: C(C)OC(=O)C=1N=CC=2NC3=CC=C(C=C3C2C1)C#CCO (6-(3-hydroxy-1-propinyl)-beta-carboline-3-carboxylic-acid-ethylester), S(=O)(Cl)Cl (thionyl chloride). The product is C(C)OC(=O)C=1N=CC=2NC3=CC=C(C=C3C2C1)C#CCCl (6-(3-chloro-1-propinyl)-beta-carboline-3-carboxylic-acid-ethylester). RXN SMILES: [CH2:1]([O:3][C:4]([C:6]1[N:7]=[CH:8][C:9]2[NH:10][C:11]3[C:16]([C:17]=2[CH:18]=1)=[CH:15][C:14]([C:19]#[C:20][CH2:21]O)=[CH:13][CH:12]=3)=[O:5])[CH3:2].S(Cl)([Cl:25])=O>>[CH2:1]([O:3][C:4]([C:6]1[N:7]=[CH:8][C:9]2[NH:10][C:11]3[C:16]([C:17]=2[CH:18]=1)=[CH:15][C:14]([C:19]#[C:20][CH2:21][Cl:25])=[CH:13][CH:12]=3)=[O:5])[CH3:2]. Procedure: 78 mg of 6-(3-hydroxy-1-propinyl)-beta-carboline-3-carboxylic-acid-ethylester in 2 ml of thionyl chloride is stirred for 3 h at room temperature. After evaporating till dry, the mixture is heated in ethanol and evacuated. By recrystallization from acetic-acid/cyclohexane, 40 mg of 6-(3-chloro-1-propinyl)-beta-carboline-3-carboxylic-acid-ethylester is obtained. Reactants: CN(C)c1ccc(CCN2CCC(O)C2)cc1, Cc1ccccc1, CCOC(=O)N=NC(=O)OCC, C1CCOC1, O=C(O)c1ccc([N+](=O)[O-])cc1, c1ccc(P(c2ccccc2)c2ccccc2)cc1. The product is CN(C)c1ccc(CCN2CCC(OC(=O)c3ccc([N+](=O)[O-])cc3)C2)cc1. Reaction SMILES: [CH3:32][N:33]([c:34]1[cH:35][cH:36][c:37]([CH2:38][CH2:39][N:40]2[CH2:41][CH:42]([OH:45])[CH2:43][CH2:44]2)[cH:46][cH:47]1)[CH3:48].[CH3:66][c:67]1[cH:68][cH:69][cH:70][cH:71][cH:72]1.[O:49]=[C:50]([O:51][CH2:52][CH3:53])[N:54]=[N:55][C:56]([O:57][CH2:58][CH3:59])=[O:60].[O:61]1[CH2:62][CH2:63][CH2:64][CH2:65]1.[OH:20][C:21](=[O:22])[c:23]1[cH:24][cH:25][c:26]([N+:29]([O-:30])=[O:31])[cH:27][cH:28]1.[c:1]1([P:2]([c:3]2[cH:4][cH:5][cH:6][cH:7][cH:8]2)[c:9]2[cH:10][cH:11][cH:12][cH:13][cH:14]2)[cH:15][cH:16][cH:17][cH:18][cH:19]1>>[O:20]=[C:21]([O:22][CH:42]1[CH2:41][N:40]([CH2:39][CH2:38][c:37]2[cH:36][cH:35][c:34]([N:33]([CH3:32])[CH3:48])[cH:47][cH:46]2)[CH2:44][CH2:43]1)[c:23]1[cH:24][cH:25][c:26]([N+:29]([O-:30])=[O:31])[cH:27][cH:28]1. Starting materials: O=C1CCc2cccc(Br)c2C1, CCCNCCC, Cc1ccccc1, Cc1ccc(S(=O)(=O)O)cc1. Product: CCCN(CCC)C1=Cc2c(Br)cccc2CC1. RXN SMILES: [Br:1][c:2]1[cH:3][cH:4][cH:5][c:6]2[c:11]1[CH2:10][C:9](=[O:12])[CH2:8][CH2:7]2.[CH2:13]([CH2:14][CH3:15])[NH:16][CH2:17][CH2:18][CH3:19].[CH3:31][c:32]1[cH:33][cH:34][cH:35][cH:36][cH:37]1.[c:20]1([CH3:21])[cH:22][cH:23][c:24]([S:25]([OH:26])(=[O:27])=[O:28])[cH:29][cH:30]1>>[Br:1][c:2]1[cH:3][cH:4][cH:5][c:6]2[c:11]1[CH:10]=[C:9]([N:16]([CH2:13][CH2:14][CH3:15])[CH2:17][CH2:18][CH3:19])[CH2:8][CH2:7]2. The reactants are BrCC1=CC2=CC=CC=C2C=C1 (2-bromomethyl-naphthalene), ClC1=CC=C(C=C1)C1C(CN(CC1)C)O ((3RS,4RS)-4-(4-chloro-phenyl)-1-methyl-piperidine-3-ol), [H-].[Na+] (sodium hydride), ice water. Run in O1CCCC1 (tetrahydrofuran), O1CCCC1 (tetrahydrofuran), O1CCCC1 (tetrahydrofuran). Run at temperature 50 celsius, time 60 minute. Product: ClC1=CC=C(C=C1)C1C(CN(CC1)C)OCC1=CC2=CC=CC=C2C=C1 ((3RS,4RS)-4-(4-chloro-phenyl)-1-methyl-3-(naphthalen-2-ylmethoxy)-piperidine). Isolated yield 28.0%. As a reaction SMILES: [Cl:1][C:2]1[CH:7]=[CH:6][C:5]([CH:8]2[CH2:13][CH2:12][N:11]([CH3:14])[CH2:10][CH:9]2[OH:15])=[CH:4][CH:3]=1.[H-].[Na+].Br[CH2:19][C:20]1[CH:29]=[CH:28][C:27]2[C:22](=[CH:23][CH:24]=[CH:25][CH:26]=2)[CH:21]=1>O1CCCC1>[Cl:1][C:2]1[CH:7]=[CH:6][C:5]([CH:8]2[CH2:13][CH2:12][N:11]([CH3:14])[CH2:10][CH:9]2[O:15][CH2:19][C:20]2[CH:29]=[CH:28][C:27]3[C:22](=[CH:23][CH:24]=[CH:25][CH:26]=3)[CH:21]=2)=[CH:4][CH:3]=1 |f:1.2|. Procedure: A solution of 1.12 g (5 mmol) of (3RS,4RS)-4-(4-chloro-phenyl)-1-methyl-piperidine-3-ol in 5 ml of tetrahydrofuran was added dropwise to a suspension of 0.264 g (5 mmol) of sodium hydride (50% dispersion in refined oil) in 8 ml of tetrahydrofuran and the mixture was stirred at 50° C. for 60 minutes. Subsequently, it was cooled to room temperature and treated with 1.10 g (5 mmol) of 2-bromomethyl-naphthalene in 5 ml of tetrahydrofuran. After 2 hours at 50° C. the reaction solution was poured into... Reactants: COC(COC1=C2CCCC2=C(C=C1)SCC1=C(C=CC=C1)OCC1=CC=C(C=C1)C(F)(F)F)=O ({7-[2-(4-Trifluoromethyl-benzyloxy)-benzylsulfanyl]-indan-4-yloxy}-acetic acid methyl ester), [K+].[Br-] (KBr). The product is FC(C1=CC=C(COC2=C(CSC=3C=CC(=C4CCCC34)OCC(=O)O)C=CC=C2)C=C1)(F)F ({7-[2-(4-Trifluoromethyl-benzyloxy)-benzylsulfanyl]-indan-4-yloxy}-acetic acid). As a reaction SMILES: C[O:2][C:3](=[O:35])[CH2:4][O:5][C:6]1[CH:14]=[CH:13][C:12]([S:15][CH2:16][C:17]2[CH:22]=[CH:21][CH:20]=[CH:19][C:18]=2[O:23][CH2:24][C:25]2[CH:30]=[CH:29][C:28]([C:31]([F:34])([F:33])[F:32])=[CH:27][CH:26]=2)=[C:11]2[C:7]=1[CH2:8][CH2:9][CH2:10]2.[K+].[Br-]>>[F:33][C:31]([F:32])([F:34])[C:28]1[CH:29]=[CH:30][C:25]([CH2:24][O:23][C:18]2[CH:19]=[CH:20][CH:21]=[CH:22][C:17]=2[CH2:16][S:15][C:12]2[CH:13]=[CH:14][C:6]([O:5][CH2:4][C:3]([OH:35])=[O:2])=[C:7]3[C:11]=2[CH2:10][CH2:9][CH2:8]3)=[CH:26][CH:27]=1 |f:1.2|. Procedure: The title compound was prepared in the manner analogous to Example 1 using 81C. mp 150-152° C.; IR (KBr) cm−1: 3074, 3042, 1701, 1324, 1124, 1099; 400 MHz 1H NMR (DMSO-d6): δ 7.58-7.75 (m, 2H), 6.92-7.20 (m, 4H), 6.80 (t, 1H, J=7.5 Hz), 6.51 (d, 1H, J=8.5 Hz), 5.16 (s, 2H), 4.57 (s, 2H), 3.99 (s, 2H), 2.70 (t, 2H, J=7.5 Hz), 2.62 (t, 2H, J=7.5 Hz), 1.80 (pentet, 2H); MS m/z 487 (M−1). Anal. Calc'd for C26H23F3O4S: C, 63.92; H, 4.75. found: C, 63.54; H, 4.52.